From a dataset of the Open Reaction Database (ORD), a public repository of structured organic reaction records. describe an organic reaction: reactants, conditions, products, and yield Starting materials: CN, COC(=O)c1cccc([N+](=O)[O-])c1Cl, C1CCOC1. Product: CNc1c(C(=O)OC)cccc1[N+](=O)[O-]. Reaction SMILES: [CH3:15][NH2:16].[Cl:1][c:2]1[c:3]([C:4](=[O:5])[O:6][CH3:7])[cH:8][cH:9][cH:10][c:11]1[N+:12](=[O:13])[O-:14].[O:17]1[CH2:18][CH2:19][CH2:20][CH2:21]1>>[c:2]1([NH:16][CH3:15])[c:3]([C:4](=[O:5])[O:6][CH3:7])[cH:8][cH:9][cH:10][c:11]1[N+:12](=[O:13])[O-:14]. The reactants are Cc1c(C(F)(F)F)nn(C)c1O, CC(C)O, FC(F)Cl, [K+], [OH-], O. The product is Cc1c(C(F)(F)F)nn(C)c1OC(F)F. Reaction SMILES: [CH3:1][n:2]1[n:3][c:4]([C:9]([F:10])([F:11])[F:12])[c:5]([CH3:8])[c:6]1[OH:7].[CH3:20][CH:21]([OH:22])[CH3:23].[Cl:15][CH:16]([F:17])[F:18].[K+:14].[OH-:13].[OH2:19]>>[CH3:1][n:2]1[n:3][c:4]([C:9]([F:10])([F:11])[F:12])[c:5]([CH3:8])[c:6]1[O:7][CH:16]([F:17])[F:18]. Conditions: time 5 hour. The reactants are BrC1=CC2=CC=C(C=C2C=C1)OC (2-bromo-6-methoxynaphthalene), COC1=CC=C(C=C1)OB(O)O (4-methoxyphenylboric acid). Procedure: The compound is prepared by the reaction of 2-bromo-6-methoxynaphthalene (500 mg, 2.11 mmol, 1 eq) with 4-methoxyphenylboric acid (313 mg, 2.12 mmol, 1 eq) according to method A in 5 h. The desired product was precipitated from hexane in a yield of 56% (311 mg). Yields the product COC1=CC2=CC=C(C=C2C=C1)C1=CC=C(C=C1)OC (2-Methoxy-6-(4-methoxyphenyl)naphthalene). Yield: 56.0%. Reaction SMILES: Br[C:2]1[CH:11]=[CH:10][C:9]2[C:4](=[CH:5][CH:6]=[C:7]([O:12][CH3:13])[CH:8]=2)[CH:3]=1.[CH3:14][O:15][C:16]1[CH:21]=[CH:20][C:19](OB(O)O)=[CH:18][CH:17]=1>>[CH3:13][O:12][C:7]1[CH:6]=[CH:5][C:4]2[C:9](=[CH:10][CH:11]=[C:2]([C:19]3[CH:20]=[CH:21][C:16]([O:15][CH3:14])=[CH:17][CH:18]=3)[CH:3]=2)[CH:8]=1.